From a dataset of the Open Reaction Database (ORD), a public repository of structured organic reaction records. describe an organic reaction: reactants, conditions, products, and yield The reactants are CC(C)(C)OC(=O)N1CC(O)C(CO)C1, ClCCl, [N-]=[N+]=[N-], [Na+], c1ccncc1. The product is CC(C)(C)OC(=O)N1CC(O)C(CN=[N+]=[N-])C1. Reaction SMILES: [C:1]([CH3:2])([CH3:3])([CH3:4])[O:5][C:6](=[O:7])[N:8]1[CH2:9][CH:10]([OH:15])[CH:11]([CH2:13][OH:14])[CH2:12]1.[Cl:16][CH2:17][Cl:18].[N-:19]=[N+:20]=[N-:21].[Na+:22].[cH:23]1[cH:24][cH:25][n:26][cH:27][cH:28]1>>[C:1]([CH3:2])([CH3:3])([CH3:4])[O:5][C:6](=[O:7])[N:8]1[CH2:9][CH:10]([OH:15])[CH:11]([CH2:13][N:19]=[N+:20]=[N-:21])[CH2:12]1. Starting materials: CCO, N, NC(=O)c1nn(-c2ccc3c(c2)OCO3)c2c1CCc1ccc(NC(=O)c3cccnc3Cl)cc1-2. The product is NC(=O)c1nn(-c2ccc3c(c2)OCO3)c2c1CCc1ccc(N)cc1-2. Reaction SMILES: [CH3:37][CH2:38][OH:39].[NH3:36].[O:1]1[CH2:2][O:3][c:4]2[c:5]1[cH:6][cH:7][c:8](-[n:10]1[n:11][c:12]([C:33](=[O:34])[NH2:35])[c:13]3[c:18]1-[c:17]1[c:16]([cH:22][cH:21][c:20]([NH:23][C:24]([c:25]4[c:26]([Cl:27])[n:28][cH:29][cH:30][cH:31]4)=[O:32])[cH:19]1)[CH2:15][CH2:14]3)[cH:9]2>>[O:1]1[CH2:2][O:3][c:4]2[c:5]1[cH:6][cH:7][c:8](-[n:10]1[n:11][c:12]([C:33](=[O:34])[NH2:35])[c:13]3[c:18]1-[c:17]1[c:16]([cH:22][cH:21][c:20]([NH2:23])[cH:19]1)[CH2:15][CH2:14]3)[cH:9]2. The reactants are ClC1=CC=C(S1)C(=O)NC1=CC=CC=2C(OC(C21)=O)=O (5-chloro-N-(1,3-dioxo-1,3-dihydro-2-benzofuran-4-yl)-2-thiophenecarboxamide), CN1C(CCC1)CCN (2-(1-methyl-2-pyrrolidinyl)ethylamine). Run in O1CCOCC1 (dioxane). Product: ClC1=CC=C(S1)C(=O)NC1=C2C(N(C(C2=CC=C1)=O)CCC1N(CCC1)C)=O (5-Chloro-N-{2-[2-(1-methyl-2-pyrrolidinyl)ethyl]-1,3-dioxo-2,3-dihydro-1H-isoindol-4-yl}-2-thiophenecarboxamide). As a reaction SMILES: [Cl:1][C:2]1[S:6][C:5]([C:7]([NH:9][C:10]2[C:18]3[C:17](=[O:19])O[C:15](=[O:20])[C:14]=3[CH:13]=[CH:12][CH:11]=2)=[O:8])=[CH:4][CH:3]=1.[CH3:21][N:22]1[CH2:26][CH2:25][CH2:24][CH:23]1[CH2:27][CH2:28][NH2:29]>O1CCOCC1>[Cl:1][C:2]1[S:6][C:5]([C:7]([NH:9][C:10]2[CH:11]=[CH:12][CH:13]=[C:14]3[C:18]=2[C:17](=[O:19])[N:29]([CH2:28][CH2:27][CH:23]2[CH2:24][CH2:25][CH2:26][N:22]2[CH3:21])[C:15]3=[O:20])=[O:8])=[CH:4][CH:3]=1. Procedure details: 50 mg (0.16 mmol) of 5-chloro-N-(1,3-dioxo-1,3-dihydro-2-benzofuran-4-yl)-2-thiophenecarboxamide and 20.8 mg of (0.16 mmol) 2-(1-methyl-2-pyrrolidinyl)ethylamine are dissolved in 2 ml of dioxane and heated at reflux for 24 h. Removal of the solvent under reduced pressure gives 65 mg (97% of theory) of the desired product. Reactants: [Si](C)(C)(C(C)(C)C)O[C@@H]([C@H](C=1OC(=NN1)C1=CC=C(C=C1)O[Si](C)(C)C(C)(C)C)NC1=C(C(=C(C#N)C=C1)Cl)C)C (4-((1R,2R)-2-(tert-butyldimethylsilyloxy)-1-(5-(4-(tert-butyldimethylsilyloxy)phenyl)-1,3,4-oxadiazol-2-yl)propylamino)-2-chloro-3-methylbenzonitrile), [Si](C)(C)(C(C)(C)C)OC1=C(C=C(C(=O)NNC([C@@H]([C@H](C)O[Si](C)(C)C(C)(C)C)NC2=C(C(=C(C=C2)C#N)Cl)C)=O)C=C1)F (4-(tert-butyldimethylsilyloxy)-N′-((2R,3S)-3-(tert-butyldimethylsilyloxy)-2-(3-chloro-4-cyano-2-methylphenylamino)butanoyl)-3-fluoro benzohydrazide), C1=CC=C(C=C1)P(C2=CC=CC=C2)C3=CC=CC=C3 (PPh3), 12, TEA. Product: [Si](C)(C)(C(C)(C)C)O[C@H]([C@H](C=1OC(=NN1)C1=CC(=C(C=C1)O[Si](C)(C)C(C)(C)C)F)NC1=C(C(=C(C#N)C=C1)Cl)C)C (4-((1R,2S)-2-(tert-butyldimethylsilyloxy)-1-(5-(4-(tert-butyldimethylsilyloxy)-3-fluoro-phenyl)-1,3,4-oxadiazol-2-yl)propylamino)-2-chloro-3-methylbenzonitrile), solid. Yield: 21.0%. RXN SMILES: [Si](O[C@H](C)[C@@H](NC1C=CC(C#N)=C(Cl)C=1C)C1OC(C2C=CC(O[Si](C(C)(C)C)(C)C)=CC=2)=NN=1)(C(C)(C)C)(C)C.[Si:42]([O:49][C:50]1[CH:83]=[CH:82][C:53]([C:54]([NH:56][NH:57][C:58](=[O:81])[C@H:59]([NH:70][C:71]2[CH:76]=[CH:75][C:74]([C:77]#[N:78])=[C:73]([Cl:79])[C:72]=2[CH3:80])[C@@H:60]([O:62][Si:63]([C:66]([CH3:69])([CH3:68])[CH3:67])([CH3:65])[CH3:64])[CH3:61])=O)=[CH:52][C:51]=1[F:84])([C:45]([CH3:48])([CH3:47])[CH3:46])([CH3:44])[CH3:43].C1C=CC(P(C2C=CC=CC=2)C2C=CC=CC=2)=CC=1>>[Si:63]([O:62][C@@H:60]([CH3:61])[C@@H:59]([NH:70][C:71]1[CH:76]=[CH:75][C:74]([C:77]#[N:78])=[C:73]([Cl:79])[C:72]=1[CH3:80])[C:58]1[O:81][C:54]([C:53]2[CH:82]=[CH:83][C:50]([O:49][Si:42]([C:45]([CH3:46])([CH3:47])[CH3:48])([CH3:43])[CH3:44])=[C:51]([F:84])[CH:52]=2)=[N:56][N:57]=1)([C:66]([CH3:69])([CH3:67])[CH3:68])([CH3:65])[CH3:64]. Procedure details: Intermediate 29e was prepared by a procedure analogous to that used for the preparation of intermediate 10c by cyclization of 4-(tert-butyldimethylsilyloxy)-N′-((2R,3S)-3-(tert-butyldimethylsilyloxy)-2-(3-chloro-4-cyano-2-methylphenylamino)butanoyl)-3-fluoro benzohydrazide (640 mg, 0.99 mmol) with PS-PPh3 (3.0 mmol/g, 661 mg, 1.98 mmol), 12 (502 mg, 1.98 mmol), and TEA (1.4 mL, 10 mmol). After column chromatography (25% EtOAc/hexanes) the title compound was isolated as a white solid (131 mg, 21%...